This data is from the Open Reaction Database (ORD), a public repository of structured organic reaction records. The task is: describe an organic reaction: reactants, conditions, products, and yield The reactants are CCOC(C)=O, O=[N+]([O-])c1ccc(Oc2ccc(-c3ccccc3)cc2)cc1. Yields the product Nc1ccc(Oc2ccc(-c3ccccc3)cc2)cc1. RXN SMILES: [CH3:23][CH2:24][O:25][C:26]([CH3:27])=[O:28].[c:1]1(-[c:17]2[cH:18][cH:19][cH:20][cH:21][cH:22]2)[cH:2][cH:3][c:4]([O:7][c:8]2[cH:9][cH:10][c:11]([N+:14]([O-:15])=[O:16])[cH:12][cH:13]2)[cH:5][cH:6]1>>[c:1]1(-[c:17]2[cH:18][cH:19][cH:20][cH:21][cH:22]2)[cH:2][cH:3][c:4]([O:7][c:8]2[cH:9][cH:10][c:11]([NH2:14])[cH:12][cH:13]2)[cH:5][cH:6]1. Reactants: C[O-].[Na+] (sodium methoxide), S(O)(O)(=O)=O (sulfuric acid), NC1=C(C=C(C(=C1)OCC1=CC=CC=C1)OC)C(C)=O (1-[2-Amino-4-(benzyloxy)-5-methoxyphenyl]-1-ethanone), C(=O)OCC (Ethyl formate). Run in O (Water), O1CCCC1 (tetrahydrofuran), O (Water). Conditions: time 1 hour. The product is C(C1=CC=CC=C1)OC1=C(C=C2C(C=CNC2=C1)=O)OC (7-(Benzyloxy)-6-methoxy-1,4-dihydro-4-quinolinone). The yield is 66.0%. RXN SMILES: [NH2:1][C:2]1[CH:7]=[C:6]([O:8][CH2:9][C:10]2[CH:15]=[CH:14][CH:13]=[CH:12][CH:11]=2)[C:5]([O:16][CH3:17])=[CH:4][C:3]=1[C:18](=[O:20])[CH3:19].C[O-].[Na+].[CH:24](OCC)=O.S(=O)(=O)(O)O>O1CCCC1.O>[CH2:9]([O:8][C:6]1[CH:7]=[C:2]2[C:3]([C:18](=[O:20])[CH:19]=[CH:24][NH:1]2)=[CH:4][C:5]=1[O:16][CH3:17])[C:10]1[CH:15]=[CH:14][CH:13]=[CH:12][CH:11]=1 |f:1.2|. Procedure: 1-[2-Amino-4-(benzyloxy)-5-methoxyphenyl]-1-ethanone (24.95 g) was dissolved in tetrahydrofuran (450 ml), and sodium methoxide (24.87 g) was added to the solution. The mixture was stirred at room temperature for one hr. Ethyl formate (37.07 ml) was then added thereto, and the mixture was stirred at room temperature for 2 hr. Water (150 ml) was then added thereto, and the mixture was stirred overnight. The reaction solution was adjusted to pH 4 by the addition of concentrated sulfuric acid at 0° ... Starting materials: Cc1cc(CO)cc(NC(=O)OC(C)(C)C)n1, ClCCl, O, c1ccncc1. Product: Cc1cc(C=O)cc(NC(=O)OC(C)(C)C)n1. Reaction SMILES: [C:1]([CH3:2])([CH3:3])([CH3:4])[O:5][C:6]([NH:7][c:8]1[n:9][c:10]([CH3:16])[cH:11][c:12]([CH2:14][OH:15])[cH:13]1)=[O:17].[Cl:25][CH2:26][Cl:27].[OH2:18].[n:19]1[cH:20][cH:21][cH:22][cH:23][cH:24]1>>[C:1]([CH3:2])([CH3:3])([CH3:4])[O:5][C:6]([NH:7][c:8]1[n:9][c:10]([CH3:16])[cH:11][c:12]([CH:14]=[O:15])[cH:13]1)=[O:17].